From a dataset of the Open Reaction Database (ORD), a public repository of structured organic reaction records. describe an organic reaction: reactants, conditions, products, and yield Reactants: OC=1C=CC=2CN3[C@@H]4CCCC[C@@]4(C2C1)CCN3 ((+)-3-hydroxy-9-azamorphinan), C1(CC1)C(=O)Cl (cyclopropylcarbonyl chloride). Solvent: CCOCC (Et2O), [OH-].[Na+] (NaOH). Product: C1(CC1)C(=O)N1N2[C@@H]3CCCC[C@@]3(C=3C=C(C=CC3C2)OC(=O)C2CC2)CC1 ((+)-N-cyclopropylcarbonyl-3-cyclopropylcarbonyloxy-9-azamorphinan). Yield: 53.5%. RXN SMILES: [OH:1][C:2]1[CH:3]=[CH:4][C:5]2[CH2:6][N:7]3[NH:18][CH2:17][CH2:16][C@@:13]4([C:14]=2[CH:15]=1)[C@H:8]3[CH2:9][CH2:10][CH2:11][CH2:12]4.[CH:19]1([C:22](Cl)=[O:23])[CH2:21][CH2:20]1>CCOCC.[OH-].[Na+]>[CH:19]1([C:22]([N:18]2[CH2:17][CH2:16][C@@:13]34[C:14]5[CH:15]=[C:2]([O:1][C:22]([CH:19]6[CH2:21][CH2:20]6)=[O:23])[CH:3]=[CH:4][C:5]=5[CH2:6][N:7]2[C@@H:8]3[CH2:9][CH2:10][CH2:11][CH2:12]4)=[O:23])[CH2:21][CH2:20]1 |f:3.4|. Procedure: To a suspension of 0.6 g of (+)-3-hydroxy-9-azamorphinan in 50 ml of Et2O and 20 ml of 20% NaOH aq. solution was added 1.0 g of cyclopropylcarbonyl chloride with stirring at room temperature. After stirring for 1 hr., the organic layer was washed (10% NaOH and then H2O), dried (K2CO3), and evaporated to give an oil, which was triturated with Et2O-pet. ether to form a solid. Recrystallization of this from Et2O afforded 0.5 g (53.5%) of (+)-N-cyclopropylcarbonyl-3-cyclopropylcarbonyloxy-9-azamorph... Procedure details: The product from Example 48A (1.2 g, 4.9 mmol) and sodium methoxide (1.0 g, 19 mmol) were refluxed in 30 mL MeOH for 6 h. The reaction was partitioned between water and CH2Cl2. The layers were separated and the aqueous layer was extracted with CH2Cl2. The combined organic layers were dried (MgSO4), filtered, and concentrated. Silica gel chromatography (CH2Cl2) yielded 1.1 g (78%) of the title compound: 1H NMR (300 MHz, DMSO-d6) δ 3.79 (s, 3H), 4.05 (s, 3H), 6.96 (bs, 2H), 7.47 (d, J=6 Hz, 1H), 8... Starting materials: NC1=C(SC2=C1C(=NC=C2)Cl)C(=O)OC (Methyl 3-amino-4-chloro-thieno[3,2-c]pyridine-2-carboxylate), C[O-].[Na+] (sodium methoxide). Reaction SMILES: [NH2:1][C:2]1[C:6]2[C:7](Cl)=[N:8][CH:9]=[CH:10][C:5]=2[S:4][C:3]=1[C:12]([O:14][CH3:15])=[O:13].[CH3:16][O-:17].[Na+]>CO>[NH2:1][C:2]1[C:6]2[C:7]([O:17][CH3:16])=[N:8][CH:9]=[CH:10][C:5]=2[S:4][C:3]=1[C:12]([O:14][CH3:15])=[O:13] |f:1.2|. Isolated yield 94.2%. The solvent is CO (MeOH). Yields the product NC1=C(SC2=C1C(=NC=C2)OC)C(=O)OC (Methyl 3-amino-4-methoxy-thieno[3,2-c]pyridine-2-carboxylate).